Dataset: the Open Reaction Database (ORD), a public repository of structured organic reaction records. Task: describe an organic reaction: reactants, conditions, products, and yield Starting materials: CC(C)(C)OC(=O)N1CCC(CCO)(c2ccc(Cl)c(Cl)c2)C1, CS(=O)(=O)Cl, CCN(C(C)C)C(C)C, ClCCl. Yields the product CC(C)(C)OC(=O)N1CCC(CCOS(C)(=O)=O)(c2ccc(Cl)c(Cl)c2)C1. As a reaction SMILES: [C:1]([CH3:2])([CH3:3])([CH3:4])[O:5][C:6](=[O:7])[N:8]1[CH2:9][C:10]([CH2:13][CH2:14][OH:15])([c:16]2[cH:17][c:18]([Cl:23])[c:19]([Cl:22])[cH:20][cH:21]2)[CH2:11][CH2:12]1.[CH3:33][S:34]([Cl:35])(=[O:36])=[O:37].[CH:24]([N:25]([CH2:26][CH3:27])[CH:28]([CH3:29])[CH3:30])([CH3:31])[CH3:32].[Cl:38][CH2:39][Cl:40]>>[C:1]([CH3:2])([CH3:3])([CH3:4])[O:5][C:6](=[O:7])[N:8]1[CH2:9][C:10]([CH2:13][CH2:14][O:15][S:34]([CH3:33])(=[O:36])=[O:37])([c:16]2[cH:17][c:18]([Cl:23])[c:19]([Cl:22])[cH:20][cH:21]2)[CH2:11][CH2:12]1. Reactants: CC(=O)OCc1cnc2[nH]c(=O)[nH]c(=O)c2c1C, CC(=O)O, O=[Se]=O. Yields the product CC(=O)OCc1cnc2[nH]c(=O)[nH]c(=O)c2c1C=O. As a reaction SMILES: [C:1]([CH3:2])(=[O:3])[O:4][CH2:5][c:6]1[c:7]([CH3:18])[c:8]2[c:9]([nH:10][c:11](=[O:15])[nH:12][c:13]2=[O:14])[n:16][cH:17]1.[CH3:22][C:23](=[O:24])[OH:25].[Se:19](=[O:20])=[O:21]>>[C:1]([CH3:2])(=[O:3])[O:4][CH2:5][c:6]1[c:7]([CH:18]=[O:20])[c:8]2[c:9]([nH:10][c:11](=[O:15])[nH:12][c:13]2=[O:14])[n:16][cH:17]1. Starting materials: CCn1c(=O)c(CC(=O)OC)cc2ccc(OCCCNC(=N)N)cc21, COC(=O)CC1Cc2ccc(OCCCCNC(=N)N)cc2NC1=O, O=C(O)C(F)(F)F. Yields the product O=C(O)C(F)(F)F, CCn1c(=O)c(CC(=O)O)cc2ccc(OCCCNC(=N)N)cc21. RXN SMILES: [CH3:33][O:34][C:35]([CH2:36][c:37]1[c:38](=[O:57])[n:39]([CH2:55][CH3:56])[c:40]2[cH:41][c:42]([O:47][CH2:48][CH2:49][CH2:50][NH:51][C:52](=[NH:53])[NH2:54])[cH:43][cH:44][c:45]2[cH:46]1)=[O:58].[CH3:8][O:9][C:10](=[O:11])[CH2:12][CH:13]1[CH2:14][c:15]2[c:16]([cH:17][c:18]([O:19][CH2:20][CH2:21][CH2:22][CH2:23][NH:24][C:25]([NH2:26])=[NH:27])[cH:28][cH:29]2)[NH:30][C:31]1=[O:32].[F:1][C:2]([C:3](=[O:4])[OH:5])([F:6])[F:7]>>[F:1][C:2]([C:3](=[O:4])[OH:5])([F:6])[F:7].[O:34]=[C:35]([CH2:36][c:37]1[c:38](=[O:57])[n:39]([CH2:55][CH3:56])[c:40]2[cH:41][c:42]([O:47][CH2:48][CH2:49][CH2:50][NH:51][C:52](=[NH:53])[NH2:54])[cH:43][cH:44][c:45]2[cH:46]1)[OH:58]. Starting materials: CC(C)(C)c1cc(C=CC(=O)NN(C(=O)O)C(C)(C)C)cc(C(C)(C)C)c1O, CCO, CCCCCC, Cl. The product is CC(C)(C)c1cc(C=CC(=O)NN)cc(C(C)(C)C)c1O. Reaction SMILES: [CH3:1][C:2]([N:5]([C:3]([OH:4])=[O:26])[NH:6][C:7]([CH:8]=[CH:9][c:10]1[cH:11][c:12]([C:21]([CH3:22])([CH3:23])[CH3:24])[c:13]([OH:20])[c:14]([C:16]([CH3:17])([CH3:18])[CH3:19])[cH:15]1)=[O:25])([CH3:27])[CH3:28].[CH3:30][CH2:31][OH:32].[CH3:33][CH2:34][CH2:35][CH2:36][CH2:37][CH3:38].[ClH:29]>>[NH2:5][NH:6][C:7]([CH:8]=[CH:9][c:10]1[cH:11][c:12]([C:21]([CH3:22])([CH3:23])[CH3:24])[c:13]([OH:20])[c:14]([C:16]([CH3:17])([CH3:18])[CH3:19])[cH:15]1)=[O:25]. Reactants: Br, Cc1nc[nH]c1C, Clc1ccccc1CBr, [K+], CN(C)C=O, [OH-]. Product: Cc1ncn(Cc2ccccc2Cl)c1C. Reaction SMILES: [BrH:1].[CH3:2][c:3]1[n:4][cH:5][nH:6][c:7]1[CH3:8].[Cl:9][c:10]1[c:11]([CH2:12][Br:13])[cH:14][cH:15][cH:16][cH:17]1.[K+:19].[O:20]=[CH:21][N:22]([CH3:23])[CH3:24].[OH-:18]>>[CH3:2][c:3]1[n:4]([CH2:12][c:11]2[c:10]([Cl:9])[cH:17][cH:16][cH:15][cH:14]2)[cH:5][n:6][c:7]1[CH3:8]. The reactants are C(C1=CC=CC=C1)N1CCN(CC1)CC(C)C#N (l-[(4-benzyl-1-piperazinyl)methyl]ethanecarbonitrile), solution, C(C)(C)[N-]C(C)C.[Li+] (lithium diisopropylamide), BrCCCCCBr (1,5-Dibromopentane), O (H2O). Run in O1CCCC1 (tetrahydrofuran). Conditions: time 30 minute. Product: C(C1=CC=CC=C1)N1CCN(CC1)CC1(CCCCC1)C#N (1-[(4-Benzyl-1-piperazinyl)methyl]cyclohexanecarbonitrile). As a reaction SMILES: [CH2:1]([N:8]1[CH2:13][CH2:12][N:11]([CH2:14][CH:15]([C:17]#[N:18])[CH3:16])[CH2:10][CH2:9]1)[C:2]1[CH:7]=[CH:6][CH:5]=[CH:4][CH:3]=1.C([N-]C(C)C)(C)C.[Li+].Br[CH2:28][CH2:29][CH2:30][CH2:31]CBr.O>O1CCCC1>[CH2:1]([N:8]1[CH2:9][CH2:10][N:11]([CH2:14][C:15]2([C:17]#[N:18])[CH2:31][CH2:30][CH2:29][CH2:28][CH2:16]2)[CH2:12][CH2:13]1)[C:2]1[CH:3]=[CH:4][CH:5]=[CH:6][CH:7]=1 |f:1.2|. Procedure details: To a solution of l-[(4-benzyl-1-piperazinyl)methyl]ethanecarbonitrile (9.0 g/39.3 mmol) in tetrahydrofuran (300 ml) was added dropwise 2.0 M solution of lithium diisopropylamide (98 ml/197 mmol) at −78° C., and then the resulting mixture was stirred for 30 minutes. 1,5-Dibromopentane (8 ml/59 mmol) was added to the mixture in one portion and the resulting mixture was allowed to warm to ambient temperature. The mixture was stirred for 3 hours. Then, H2O (150 ml) was added for quenching. The mixtu... The reactants are COC1=CC2=CN(N=C2C=C1OC)COCC[Si](C)(C)C (5,6-dimethoxy-2-((2-(trimethylsilyl)ethoxy)methyl)-2H-indazole), solution, [Li]CCCC (n-BuLi), hexanes, C(C)(=O)Cl (Acetyl chloride), [NH4+].[Cl-] (NH4Cl). Solvent: C1CCOC1 (THF). Conditions: temperature -78 celsius, time 20 minute. Product: COC1=CC2=C(N(N=C2C=C1OC)COCC[Si](C)(C)C)C(C)=O (1-(5,6-Dimethoxy-2-((2-(trimethylsilyl)ethoxy)methyl)-2H-indazol-3-yl)ethanone). Reaction SMILES: [CH3:1][O:2][C:3]1[C:11]([O:12][CH3:13])=[CH:10][C:9]2[C:5](=[CH:6][N:7]([CH2:14][O:15][CH2:16][CH2:17][Si:18]([CH3:21])([CH3:20])[CH3:19])[N:8]=2)[CH:4]=1.[Li]CCCC.[C:27](Cl)(=[O:29])[CH3:28].[NH4+].[Cl-]>C1COCC1>[CH3:1][O:2][C:3]1[C:11]([O:12][CH3:13])=[CH:10][C:9]2[C:5](=[C:6]([C:27](=[O:29])[CH3:28])[N:7]([CH2:14][O:15][CH2:16][CH2:17][Si:18]([CH3:19])([CH3:21])[CH3:20])[N:8]=2)[CH:4]=1 |f:3.4|. Procedure: The title compound was prepared in a similar manner as described by G. Luo et al., J. Org. Chem. 2006, 71, 5392-5395: To a solution of 5,6-dimethoxy-2-((2-(trimethylsilyl)ethoxy)methyl)-2H-indazole (200 mg, 0.65 mmol) in THF (5 mL) at −78° C. was added dropwise a 2.5 M solution of n-BuLi in hexanes (0.29 mL, 0.71 mmol). The reaction mixture was stirred at −78° C. for 20 min. Acetyl chloride (0.07 mL, 0.97 mmol) was then added dropwise, and the mixture was stirred at RT for 16 h. Saturated aqueou... RXN SMILES: COC[O:4][C:5]1[CH:10]=[CH:9][C:8]([C:11]2[C:12]3[N:22]=[CH:21][CH:20]=[CH:19][C:13]=3[N:14]3[C:18]=2[CH2:17][CH2:16][CH2:15]3)=[CH:7][CH:6]=1.Cl.[OH-].[Na+]>C1COCC1>[N:22]1[C:12]2[C:11]([C:8]3[CH:7]=[CH:6][C:5]([OH:4])=[CH:10][CH:9]=3)=[C:18]3[N:14]([C:13]=2[CH:19]=[CH:20][CH:21]=1)[CH2:15][CH2:16][CH2:17]3 |f:2.3|. Procedure: To a solution of 9-[4-(methoxymethoxy)phenyl]-7,8-dihydro-6H-pyrido[2,3-b]pyrrolizine (200 mg) in THF (4 mL) was added 1 M HCl aqueous solution (1 mL). The mixture was heated at 70° C. for 2 h. The mixture was neutralized with 1 M NaOH aqueous solution and extracted with AcOEt. The organic layer was separated, washed with brine, dried over Na2SO4 and concentrated under reduced pressure. The precipitate was washed with 50% AcOEt in hexane and collected by filtration to give the title compound (15... Isolated yield 90.6%. The solvent is C1CCOC1 (THF). Run at temperature 70 celsius. The reactants are COCOC1=CC=C(C=C1)C=1C2=C(N3CCCC13)C=CC=N2 (9-[4-(methoxymethoxy)phenyl]-7,8-dihydro-6H-pyrido[2,3-b]pyrrolizine), Cl (HCl), [OH-].[Na+] (NaOH). The product is N1=CC=CC2=C1C(=C1CCCN21)C2=CC=C(C=C2)O (4-(7,8-Dihydro-6H-pyrido[2,3-b]pyrrolizin-9-yl)phenol). The reactants are ClC=1C=C(CN2N=C(C3=CC(=CC=C23)OCCOS(=O)(=O)C2=CC=C(C=C2)C)S(=O)(=O)C2=CC=CC3=CC=CC=C23)C=CC1 (toluene-4-sulfonic acid 2-[1-(3-chloro-benzyl)-3-(naphthalene-1-sulfonyl)-1H-indazol-5-yloxy]-ethyl ester), N1CCCC1 (pyrrolidine). The solvent is C1CCOC1 (THF). The product is ClC=1C=C(CN2N=C(C3=CC(=CC=C23)OCCN2CCCC2)S(=O)(=O)C2=CC=CC3=CC=CC=C23)C=CC1 (1-(3-chloro-benzyl)-3-(naphthalene-1-sulfonyl)-5-(2-pyrrolidin-1-yl-ethoxy)-1H-indazole). Isolated yield 87.8%. Reaction SMILES: [Cl:1][C:2]1[CH:3]=[C:4]([CH:42]=[CH:43][CH:44]=1)[CH2:5][N:6]1[C:14]2[C:9](=[CH:10][C:11]([O:15][CH2:16][CH2:17]OS(C3C=CC(C)=CC=3)(=O)=O)=[CH:12][CH:13]=2)[C:8]([S:29]([C:32]2[C:41]3[C:36](=[CH:37][CH:38]=[CH:39][CH:40]=3)[CH:35]=[CH:34][CH:33]=2)(=[O:31])=[O:30])=[N:7]1.[NH:45]1[CH2:49][CH2:48][CH2:47][CH2:46]1>C1COCC1>[Cl:1][C:2]1[CH:3]=[C:4]([CH:42]=[CH:43][CH:44]=1)[CH2:5][N:6]1[C:14]2[C:9](=[CH:10][C:11]([O:15][CH2:16][CH2:17][N:45]3[CH2:49][CH2:48][CH2:47][CH2:46]3)=[CH:12][CH:13]=2)[C:8]([S:29]([C:32]2[C:41]3[C:40](=[CH:39][CH:38]=[CH:37][CH:36]=3)[CH:35]=[CH:34][CH:33]=2)(=[O:30])=[O:31])=[N:7]1. Procedure details: A solution of toluene-4-sulfonic acid 2-[1-(3-chloro-benzyl)-3-(naphthalene-1-sulfonyl)-1H-indazol-5-yloxy]-ethyl ester (0.359 g, 0.555 mmol) and pyrrolidine (1.0 mL, 12 mmol) in THF (8 mL) was stirred at 70° C. in a sealed tube for 2 hours. After cooling to ambient temperature, the reaction mixture was solvent evaporated. It was then partitioned in ethyl acetate and aqueous sodium bicarbonate. The organic phase was washed with brine, dried with anhydrous magnesium sulfate, filtered, concentrate... Reactants: CN1C(NC2=C1C=C(C=C2)C2=C(C#N)C=CC=C2)=O (2-(3-methyl-2-oxo-2,3-dihydro-1H-benzimidazol-5-yl)benzonitrile), [H-].[Na+] (Sodium Hydride), BrC1=CC(=C(CBr)C=C1)F (4-Bromo-2-fluorobenzyl bromide). The solvent is CN(C)C=O (DMF). Run at time 15 minute. Product: BrC1=CC(=C(CN2C(N(C3=C2C=CC(=C3)C3=C(C#N)C=CC=C3)C)=O)C=C1)F (2-[1-(4-bromo-2-fluorobenzyl)-3-methyl-2-oxo-2,3-dihydro-1H-benzimidazol-5-yl]benzonitrile). As a reaction SMILES: [CH3:1][N:2]1[C:6]2[CH:7]=[C:8]([C:11]3[CH:18]=[CH:17][CH:16]=[CH:15][C:12]=3[C:13]#[N:14])[CH:9]=[CH:10][C:5]=2[NH:4][C:3]1=[O:19].[H-].[Na+].[Br:22][C:23]1[CH:30]=[CH:29][C:26]([CH2:27]Br)=[C:25]([F:31])[CH:24]=1>CN(C=O)C>[Br:22][C:23]1[CH:30]=[CH:29][C:26]([CH2:27][N:4]2[C:5]3[CH:10]=[CH:9][C:8]([C:11]4[CH:18]=[CH:17][CH:16]=[CH:15][C:12]=4[C:13]#[N:14])=[CH:7][C:6]=3[N:2]([CH3:1])[C:3]2=[O:19])=[C:25]([F:31])[CH:24]=1 |f:1.2|. Procedure: A solution of 2-(3-methyl-2-oxo-2,3-dihydro-1H-benzimidazol-5-yl)benzonitrile (6-4, 20 mg, 0.08 mmol) in anhydrous DMF (1 ml) was charged with Sodium Hydride (6.42 mg, 0.16 mmol, 2.0 eq) and 4-Bromo-2-fluorobenzyl bromide (42.5 mg, 0.16 mmol, 2.0 eq). The resulting dark mixture was irradiated in a microwave at 200 deg C. for 15 min, then quenched with water, filtered and purified via reverse-phase HPLC (Acetonitrile/Water gradient with 0.1% TFA present) to afford the title compound, 2-[1-(4-brom...